From a dataset of the Open Reaction Database (ORD), a public repository of structured organic reaction records. describe an organic reaction: reactants, conditions, products, and yield Reactants: CC#N, CCOc1nn(C(=O)Oc2ccccc2)c(=O)n1C1CC1, COc1cccc(I)c1S(N)(=O)=O, C1CCC2=NCCCN2CC1. The product is CCOc1nn(C(=O)NS(=O)(=O)c2c(I)cccc2OC)c(=O)n1C1CC1. Reaction SMILES: [CH3:46][C:47]#[N:48].[CH:14]1([n:17]2[c:18]([O:32][CH2:33][CH3:34])[n:19][n:20]([C:23](=[O:24])[O:25][c:26]3[cH:27][cH:28][cH:29][cH:30][cH:31]3)[c:21]2=[O:22])[CH2:15][CH2:16]1.[I:1][c:2]1[c:3]([S:10](=[O:11])(=[O:12])[NH2:13])[c:4]([O:8][CH3:9])[cH:5][cH:6][cH:7]1.[N:35]12[CH2:36][CH2:37][CH2:38][N:39]=[C:40]1[CH2:41][CH2:42][CH2:43][CH2:44][CH2:45]2>>[I:1][c:2]1[c:3]([S:10](=[O:11])(=[O:12])[NH:13][C:23]([n:20]2[n:19][c:18]([O:32][CH2:33][CH3:34])[n:17]([CH:14]3[CH2:15][CH2:16]3)[c:21]2=[O:22])=[O:24])[c:4]([O:8][CH3:9])[cH:5][cH:6][cH:7]1. The reactants are CC1Cc2ccc(Br)cc2CN1c1cc(N2CCN(C)CC2)nc(N)n1, O=C([O-])O, C1COCCO1, CO, CC1(C)OB(c2cnn(C3CCCC3)c2)OC1(C)C, [Na+], O, c1ccc(P(c2ccccc2)(c2ccccc2)[Pd](P(c2ccccc2)(c2ccccc2)c2ccccc2)(P(c2ccccc2)(c2ccccc2)c2ccccc2)P(c2ccccc2)(c2ccccc2)c2ccccc2)cc1. Yields the product CC1Cc2ccc(-c3cnn(C4CCCC4)c3)cc2CN1c1cc(N2CCN(C)CC2)nc(N)n1. Reaction SMILES: [Br:1][c:2]1[cH:3][cH:4][c:5]2[c:10]([cH:11]1)[CH2:9][N:8]([c:12]1[n:13][c:14]([NH2:25])[n:15][c:16]([N:18]3[CH2:19][CH2:20][N:21]([CH3:24])[CH2:22][CH2:23]3)[cH:17]1)[CH:7]([CH3:26])[CH2:6]2.[C:46](=[O:47])([OH:48])[O-:49].[CH2:51]1[O:52][CH2:53][CH2:54][O:55][CH2:56]1.[CH3:58][OH:59].[CH:27]1([n:32]2[n:33][cH:34][c:35]([B:37]3[O:38][C:39]([CH3:40])([CH3:41])[C:42]([CH3:43])([CH3:44])[O:45]3)[cH:36]2)[CH2:28][CH2:29][CH2:30][CH2:31]1.[Na+:50].[OH2:57].[cH:60]1[cH:61][cH:62][c:63]([P:64]([Pd:65]([P:66]([c:67]2[cH:68][cH:69][cH:70][cH:71][cH:72]2)([c:73]2[cH:74][cH:75][cH:76][cH:77][cH:78]2)[c:79]2[cH:80][cH:81][cH:82][cH:83][cH:84]2)([P:85]([c:86]2[cH:87][cH:88][cH:89][cH:90][cH:91]2)([c:92]2[cH:93][cH:94][cH:95][cH:96][cH:97]2)[c:98]2[cH:99][cH:100][cH:101][cH:102][cH:103]2)[P:104]([c:105]2[cH:106][cH:107][cH:108][cH:109][cH:110]2)([c:111]2[cH:112][cH:113][cH:114][cH:115][cH:116]2)[c:117]2[cH:118][cH:119][cH:120][cH:121][cH:122]2)([c:123]2[cH:124][cH:125][cH:126][cH:127][cH:128]2)[c:129]2[cH:130][cH:131][cH:132][cH:133][cH:134]2)[cH:135][cH:136]1>>[c:2]1(-[c:35]2[cH:34][n:33][n:32]([CH:27]3[CH2:28][CH2:29][CH2:30][CH2:31]3)[cH:36]2)[cH:3][cH:4][c:5]2[c:10]([cH:11]1)[CH2:9][N:8]([c:12]1[n:13][c:14]([NH2:25])[n:15][c:16]([N:18]3[CH2:19][CH2:20][N:21]([CH3:24])[CH2:22][CH2:23]3)[cH:17]1)[CH:7]([CH3:26])[CH2:6]2.